This data is from the Open Reaction Database (ORD), a public repository of structured organic reaction records. The task is: describe an organic reaction: reactants, conditions, products, and yield Starting materials: CC(C)(NC(C(F)(F)F)=O)C1=NC=C2SC=CN21 (5-[1-methyl-1-[(trifluoroacetyl)amino]-ethyl]imidazo[5,1-b]thiazole), [OH-].[Na+] (sodium hydroxide). Run in C(C)(=O)OCC (ethyl acetate), CO (methanol). Conditions: temperature 50 celsius, time 10 hour. Product: NC(C)(C)C1=NC=C2SC=CN21 (5-(1-amino-1-methylethyl)imidazo[5,1-b]thiazole). The yield is 0.1%. RXN SMILES: [CH3:1][C:2]([C:11]1[N:18]2[C:14]([S:15][CH:16]=[CH:17]2)=[CH:13][N:12]=1)([NH:4]C(=O)C(F)(F)F)[CH3:3].[OH-].[Na+]>CO.C(OCC)(=O)C>[NH2:4][C:2]([C:11]1[N:18]2[C:14]([S:15][CH:16]=[CH:17]2)=[CH:13][N:12]=1)([CH3:3])[CH3:1] |f:1.2|. Procedure details: To the solution of 1 g (3.6 mole) of 5-[1-methyl-1-[(trifluoroacetyl)amino]-ethyl]imidazo[5,1-b]thiazole in 3 ml of methanol was added 0.72 g (0.018 mole) of sodium hydroxide, and the mixture was stirred at 50° C. for 10 hours. The reaction mixture was concentrated, and the residue thus obtained was dissolved in 100 ml of ethyl acetate and washed twice with 100 ml of a saturated aqueous potassium hydrogen carbonate solution. The organic layer was dried over anhydrous magnesium sulfate and concen...